This data is from the Open Reaction Database (ORD), a public repository of structured organic reaction records. The task is: describe an organic reaction: reactants, conditions, products, and yield Reactants: [N+](=[N-])=C (Diazomethane), C(C)OC(CC=C)OCC (3-butenal diethyl acetal), N#N (N2). Reagents/catalysts: C(C)(=O)[O-].[Pd+2].C(C)(=O)[O-] (palladium (II) acetate). The solvent is CCOCC (ether), CCOCC (ether). Yields the product C(C)OC(CC1CC1)OCC (1-(2,2-diethoxyethyl)cyclopropane). As a reaction SMILES: [N+](=[CH2:3])=[N-].[CH2:4]([O:6][CH:7]([O:11][CH2:12][CH3:13])[CH2:8][CH:9]=[CH2:10])[CH3:5].N#N>CCOCC.C([O-])(=O)C.[Pd+2].C([O-])(=O)C>[CH2:4]([O:6][CH:7]([O:11][CH2:12][CH3:13])[CH2:8][CH:9]1[CH2:3][CH2:10]1)[CH3:5] |f:4.5.6|. Reported procedure: Diazomethane (6.17 g, 147 mmol) was added dropwise to 3.02 g (21 mmol) of 3-butenal diethyl acetal in 10 ml of dry ether with intensive stirring at 0 C. Then 70 mg (0.312 mmol) of palladium (II) acetate in 50 ml of dry ether was added all at once. Then stirring at 0 C continued until the evolution of N2 ceased (10 min.). The ether was distilled off to the reduced volume of the reaction mixture ca 10 ml. The precipitate was filtered off on a fritted glass funnel and the filtrate evaporated. The c... The reactants are ClC1=C(C=C2C(=CNC2=C1)C(=O)OC)C1=CC=C(C=C1)OCCCN1CCOCC1 (methyl 6-chloro-5-{4-[3-(morpholin-4-yl)propoxy]phenyl}-1H-indole-3-carboxylate), [OH-].[Na+] (sodium hydroxide), Cl (HCl). Solvent: C(C)(=O)OCC (ethyl acetate), CO (methanol). Product: ClC1=C(C=C2C(=CNC2=C1)C(=O)O)C1=CC=C(C=C1)OCCCN1CCOCC1 (6-chloro-5-{4-[3-(morpholin-4-yl)propoxy]phenyl}-1H-indole-3-carboxylic acid). As a reaction SMILES: [Cl:1][C:2]1[CH:10]=[C:9]2[C:5]([C:6]([C:11]([O:13]C)=[O:12])=[CH:7][NH:8]2)=[CH:4][C:3]=1[C:15]1[CH:20]=[CH:19][C:18]([O:21][CH2:22][CH2:23][CH2:24][N:25]2[CH2:30][CH2:29][O:28][CH2:27][CH2:26]2)=[CH:17][CH:16]=1.[OH-].[Na+].Cl>CO.C(OCC)(=O)C>[Cl:1][C:2]1[CH:10]=[C:9]2[C:5]([C:6]([C:11]([OH:13])=[O:12])=[CH:7][NH:8]2)=[CH:4][C:3]=1[C:15]1[CH:16]=[CH:17][C:18]([O:21][CH2:22][CH2:23][CH2:24][N:25]2[CH2:26][CH2:27][O:28][CH2:29][CH2:30]2)=[CH:19][CH:20]=1 |f:1.2|. Reported procedure: A solution of methyl 6-chloro-5-{4-[3-(morpholin-4-yl)propoxy]phenyl}-1H-indole-3-carboxylate (24 mg, 0.056 mmol) in methanol (0.5 mL) and 1M sodium hydroxide (0.17 mL, 0.17 mmol) was heated at 75° C. for 24 hours. The reaction was acidified with 1M HCl to pH=2 then diluted with ethyl acetate. The layers were separated and the aqueous layer was back-extracted twice with ethyl acetate. The combined organic layers were dried over sodium sulfate, filtered, and concentrated in vacuo. The crude produ... Reactants: ClC(CN1N=CC(=C(C1=O)Cl)Cl)(CCC)C (2-(2-chloro-2-methylpentyl)-4,5-dichloro-3(2H)-pyridazinone), C(C)C1=CC=C(CO)C=C1 (4-ethylbenzyl alcohol), [OH-].[K+] (potassium hydroxide). The solvent is CN(C=O)C (N,N-dimethylformamide). Conditions: time 1 day. Product: ClC=1C(N(N=CC1OCC1=CC=C(C=C1)CC)CC(CCC)(C)Cl)=O (4-chloro-2-(2-chloro-2-methylpentyl)-5-(4-ethylbenzyloxy)-3(2H)-pyridazinone). Isolated yield 37.0%. RXN SMILES: [Cl:1][C:2]([CH3:16])([CH2:13][CH2:14][CH3:15])[CH2:3][N:4]1[C:9](=[O:10])[C:8]([Cl:11])=[C:7](Cl)[CH:6]=[N:5]1.[CH2:17]([C:19]1[CH:26]=[CH:25][C:22]([CH2:23][OH:24])=[CH:21][CH:20]=1)[CH3:18].[OH-].[K+]>CN(C)C=O>[Cl:11][C:8]1[C:9](=[O:10])[N:4]([CH2:3][C:2]([Cl:1])([CH3:16])[CH2:13][CH2:14][CH3:15])[N:5]=[CH:6][C:7]=1[O:24][CH2:23][C:22]1[CH:25]=[CH:26][C:19]([CH2:17][CH3:18])=[CH:20][CH:21]=1 |f:2.3|. Procedure: In 20 ml of N,N-dimethylformamide were added 1.2 g of 2-(2-chloro-2-methylpentyl)-4,5-dichloro-3(2H)-pyridazinone and 0.64 g of 4-ethylbenzyl alcohol, and thereto was added 0.31 g of powdery potassium hydroxide under ice-cooling and stirred for one day at room temperature. Then, the procedures in Preparation Example 2 were repeated to give 600 mg of the intended compound.